This data is from the Open Reaction Database (ORD), a public repository of structured organic reaction records. The task is: describe an organic reaction: reactants, conditions, products, and yield Starting materials: BrC1=C2COC(=O)C2=CC=C1NC(C(CC(C)(C1=CC=CC=C1)C)=O)=O (4-bromo-5-(4-methyl-2-oxo-4-phenyl-valeroylamino)-phthalide), NC=1C=C2COC(=O)C2=CC1 (5-aminophthalide), CC(CC(C(=O)O)=O)(C=C)C (4,4-dimethyl-2-oxo-5-hexenoic acid). The product is CC(CC(C(=O)NC1=CC=C2COC(=O)C2=C1)=O)(C=C)C (6-(4,4-Dimethyl-2-oxo-5-hexenoylamino)-phthalide). As a reaction SMILES: Br[C:2]1[C:11]([NH:12][C:13](=[O:26])[C:14](=[O:25])[CH2:15][C:16]([CH3:24])([C:18]2C=CC=C[CH:19]=2)[CH3:17])=[CH:10][CH:9]=[C:8]2[C:3]=1[CH2:4][O:5][C:6]2=O.NC1C=C2C(=CC=1)C(=O)[O:32]C2.CC(C)(C=C)CC(=O)C(O)=O>>[CH3:17][C:16]([CH3:24])([CH:18]=[CH2:19])[CH2:15][C:14](=[O:25])[C:13]([NH:12][C:11]1[CH:2]=[C:3]2[C:8]([CH2:6][O:5][C:4]2=[O:32])=[CH:9][CH:10]=1)=[O:26]. Reported procedure: was obtained analogously to the process that is described for 4-bromo-5-(4-methyl-2-oxo-4-phenyl-valeroylamino)-phthalide from 5-aminophthalide and 4,4-dimethyl-2-oxo-5-hexenoic acid, melting point 103-104° C. Reactants: BrCC1=CC=CC=2N(C=NC21)C(=O)OC(C)(C)C (t-butyl 4-(bromomethyl)-1H-benzimidazole-1-carboxylate), CN(C)C(C(=O)OCC)C(=O)OCC (diethyl (dimethylamino)malonate), C(CC)N(CCC)C(C(=O)OCC)C(=O)OCC (diethyl (dipropylamino)malonate). The product is CN(C1CN2C3=C(C=CC=C3C1)CC2)C (1,2,5,6-Tetrahydro-N,N-dimethyl-4H-pyrrolo(3,2,1-ij)quinolin-5-amine). RXN SMILES: Br[CH2:2][C:3]1[C:11]2[N:10]=[CH:9]N(C(OC(C)(C)C)=O)[C:7]=2[CH:6]=[CH:5][CH:4]=1.[CH3:19][N:20]([CH:22]([C:28](OCC)=O)[C:23](OCC)=O)[CH3:21].C(N(C(C(OCC)=O)C(OCC)=O)CCC)CC>>[CH3:19][N:20]([CH3:21])[CH:22]1[CH2:28][C:7]2[C:11]3=[C:3]([CH2:2][CH2:9][N:10]3[CH2:23]1)[CH:4]=[CH:5][CH:6]=2. Procedure details: This compound was prepared by following the procedure of Example 18, but substituting t-butyl 2,3-dihydro-7-(bromomethyl)-1H-indole-1-carboxylate for t-butyl 4-(bromomethyl)-1H-benzimidazole-1-carboxylate and diethyl (dimethylamino)malonate for diethyl (dipropylamino)malonate. The reactants are FC1=C(C=CC=C1)N=C=O (1-fluoro-2-isocyanato-benzene), NC=1C2=C(N=CN1)N(C=C2C(=O)C2=NC=CC(=C2)N)C(C)C ((4-Amino-7-isopropyl-7H-pyrrolo[2,3-d]pyrimidin-5-yl)-(4-amino-pyridin-2-yl)-methanone), NC=1C2=C(N=CN1)N(C=C2C(=O)C2=CC(=NC=C2)NC(=O)NC2=C(C=CC=C2)F)C(C)C (1-[4-(4-Amino-7-isopropyl-7H-pyrrolo[2,3-d]pyrimidine-5-carbonyl)-pyridin-2-yl]-3-(2-fluoro-phenyl)-urea). Yields the product NC=1C2=C(N=CN1)N(C=C2C(=O)C2=NC=CC(=C2)NC(=O)NC2=C(C=CC=C2)F)C(C)C (1-[2-(4-Amino-7-isopropyl-7H-pyrrolo[2,3-d]pyrimidine-5-carbonyl)-pyridin-4-yl]-3-(2-fluoro-phenyl)-urea). Reaction SMILES: [F:1][C:2]1[CH:7]=[CH:6][CH:5]=[CH:4][C:3]=1[N:8]=[C:9]=[O:10].[NH2:11][C:12]1[C:13]2[C:20]([C:21]([C:23]3[CH:28]=[C:27]([NH2:29])[CH:26]=[CH:25][N:24]=3)=[O:22])=[CH:19][N:18]([CH:30]([CH3:32])[CH3:31])[C:14]=2[N:15]=[CH:16][N:17]=1.NC1C2C(C(C3C=CN=C(NC(NC4C=CC=CC=4F)=O)C=3)=O)=CN(C(C)C)C=2N=CN=1>>[NH2:11][C:12]1[C:13]2[C:20]([C:21]([C:23]3[CH:28]=[C:27]([NH:29][C:9]([NH:8][C:3]4[CH:4]=[CH:5][CH:6]=[CH:7][C:2]=4[F:1])=[O:10])[CH:26]=[CH:25][N:24]=3)=[O:22])=[CH:19][N:18]([CH:30]([CH3:32])[CH3:31])[C:14]=2[N:15]=[CH:16][N:17]=1. Procedure details: The title compound was prepared from 1-fluoro-2-isocyanato-benzene (0.05 mL, 0.41 mmol) and (4-Amino-7-isopropyl-7H-pyrrolo[2,3-d]pyrimidin-5-yl)-(4-amino-pyridin-2-yl)-methanone (0.10 g, 0.34 mmol) by procedures analogous to those described for the preparation of 1-[4-(4-Amino-7-isopropyl-7H-pyrrolo[2,3-d]pyrimidine-5-carbonyl)-pyridin-2-yl]-3-(2-fluoro-phenyl)-urea. MS: 434.1 (MH+); HPLC Rf: 2.6 min. (HPLC method 2). The reactants are BrC1=CC=C(C=C1)C(C(=NO)C1=CC(=NC=C1)F)=O (1 -(4-bromophenyl)-2-(2-fluoropyridin-4-yl)ethane-1,2-dione 2-oxime), C1(CCCC1)C=O (cyclopentane carboxaldehyde), C(C)(=O)[O-].[NH4+] (ammonium acetate). Run in C(C)(=O)O (acetic acid). Product: BrC1=CC=C(C=C1)C=1N=C(N(C1C1=CC(NC=C1)=O)O)C1CCCC1 (4-[4-(4-bromophenyl)-2-cyclopentyl-1-hydroxy-1H-imidazol-5-yl]pyridin-2(1H)-one). RXN SMILES: [Br:1][C:2]1[CH:7]=[CH:6][C:5]([C:8](=O)[C:9]([C:12]2C=C[N:15]=[C:14](F)[CH:13]=2)=[N:10][OH:11])=[CH:4][CH:3]=1.[CH:20]1([CH:25]=O)[CH2:24][CH2:23][CH2:22][CH2:21]1.[C:27]([O-:30])(=O)[CH3:28].[NH4+:31]>C(O)(=O)C>[Br:1][C:2]1[CH:7]=[CH:6][C:5]([C:8]2[N:31]=[C:25]([CH:20]3[CH2:21][CH2:22][CH2:23][CH2:24]3)[N:10]([OH:11])[C:9]=2[C:12]2[CH:13]=[CH:14][NH:15][C:27](=[O:30])[CH:28]=2)=[CH:4][CH:3]=1 |f:2.3|. Procedure details: Using the general procedure found in Example 1 Step C, the intermediate from Example 1 Step B was combined with cyclopentane carboxaldehyde and ammonium acetate and acetic acid. 1H NMR (400 MHz, DMSO-d6): δ11.95 (br, 2H), 7.35˜7.70 (m, 8H), 6.45 (m, 1H), 6.15 (m, 1H).